Dataset: the Open Reaction Database (ORD), a public repository of structured organic reaction records. Task: describe an organic reaction: reactants, conditions, products, and yield The reactants are OC(CN1C(N=C(C2=CC(=CC=C12)OCC#C)C1=CC=C(C=C1)C(C)C)=O)C1=C(C=C(C=C1C)C)C (1-[2-hydroxy-2-(2,4,6-trimethyl-phenyl)-ethyl]-4-(4-isopropyl-phenyl)-6-prop-2-ynyloxy-1H-quinazolin-2-one), FC(S(=O)(=O)OS(=O)(=O)C(F)(F)F)(F)F (trifluoromethane sulphonic anhydride). Run in ClCCCl (1,2 dichloroethane). Yields the product C(C)(C)C1=CC=C(C=C1)C1=NC(N(C2=CC=C(C=C12)OCC#C)\C=C\C1=C(C=C(C=C1C)C)C)=O (4-(4-Isopropyl-phenyl)-6-prop-2-ynyloxy-1-[(E)-2-(2,4,6-trimethyl-phenyl)-vinyl]-1H-quinazolin-2-one). RXN SMILES: O[CH:2]([C:28]1[C:33]([CH3:34])=[CH:32][C:31]([CH3:35])=[CH:30][C:29]=1[CH3:36])[CH2:3][N:4]1[C:13]2[C:8](=[CH:9][C:10]([O:14][CH2:15][C:16]#[CH:17])=[CH:11][CH:12]=2)[C:7]([C:18]2[CH:23]=[CH:22][C:21]([CH:24]([CH3:26])[CH3:25])=[CH:20][CH:19]=2)=[N:6][C:5]1=[O:27].FC(F)(F)S(OS(C(F)(F)F)(=O)=O)(=O)=O>ClCCCl>[CH:24]([C:21]1[CH:22]=[CH:23][C:18]([C:7]2[C:8]3[C:13](=[CH:12][CH:11]=[C:10]([O:14][CH2:15][C:16]#[CH:17])[CH:9]=3)[N:4](/[CH:3]=[CH:2]/[C:28]3[C:29]([CH3:36])=[CH:30][C:31]([CH3:35])=[CH:32][C:33]=3[CH3:34])[C:5](=[O:27])[N:6]=2)=[CH:19][CH:20]=1)([CH3:25])[CH3:26]. Reported procedure: A solution of 50 mg (0.104 mmol) 1-[2-hydroxy-2-(2,4,6-trimethyl-phenyl)-ethyl]-4-(4-isopropyl-phenyl)-6-prop-2-ynyloxy-1H-quinazolin-2-one and 34.3 μl (0.208 mmol) trifluoromethane sulphonic anhydride in 0.5 ml 1,2 dichloroethane is heated to 80° C. for 15 min. Extraction with dichloromethane/aqueous NaHCO3 followed by preparative reversed phase HPLC yielded the title compound. Starting materials: C1CCOC1, COC(=O)C(CC(=O)N1CCC(N2CCc3ccccc3NC2=O)CC1)Cc1cc(Cl)c(O)c(C(F)(F)F)c1, [Li+], [OH-], O. Yields the product O=C(O)C(CC(=O)N1CCC(N2CCc3ccccc3NC2=O)CC1)Cc1cc(Cl)c(O)c(C(F)(F)F)c1. Reaction SMILES: [CH2:42]1[O:43][CH2:44][CH2:45][CH2:46]1.[Cl:1][c:2]1[cH:3][c:4]([CH2:5][CH:6]([C:7](=[O:8])[O:9][CH3:10])[CH2:11][C:12]([N:13]2[CH2:14][CH2:15][CH:16]([N:19]3[C:20](=[O:30])[NH:21][c:22]4[c:23]([cH:26][cH:27][cH:28][cH:29]4)[CH2:24][CH2:25]3)[CH2:17][CH2:18]2)=[O:31])[cH:32][c:33]([C:36]([F:37])([F:38])[F:39])[c:34]1[OH:35].[Li+:40].[OH-:41].[OH2:47]>>[Cl:1][c:2]1[cH:3][c:4]([CH2:5][CH:6]([C:7](=[O:8])[OH:9])[CH2:11][C:12]([N:13]2[CH2:14][CH2:15][CH:16]([N:19]3[C:20](=[O:30])[NH:21][c:22]4[c:23]([cH:26][cH:27][cH:28][cH:29]4)[CH2:24][CH2:25]3)[CH2:17][CH2:18]2)=[O:31])[cH:32][c:33]([C:36]([F:37])([F:38])[F:39])[c:34]1[OH:35]. The reactants are NCCN1Cc2ccccc2CC1Cc1ccccc1, ClCCl, O=C=Nc1ccccc1. The product is O=C(NCCN1Cc2ccccc2CC1Cc1ccccc1)Nc1ccccc1. As a reaction SMILES: [CH2:1]([c:2]1[cH:3][cH:4][cH:5][cH:6][cH:7]1)[CH:8]1[N:9]([CH2:18][CH2:19][NH2:20])[CH2:10][c:11]2[cH:12][cH:13][cH:14][cH:15][c:16]2[CH2:17]1.[CH2:30]([Cl:31])[Cl:32].[O:21]=[C:22]=[N:23][c:24]1[cH:25][cH:26][cH:27][cH:28][cH:29]1>>[CH2:1]([c:2]1[cH:3][cH:4][cH:5][cH:6][cH:7]1)[CH:8]1[N:9]([CH2:18][CH2:19][NH:20][C:22](=[O:21])[NH:23][c:24]2[cH:25][cH:26][cH:27][cH:28][cH:29]2)[CH2:10][c:11]2[cH:12][cH:13][cH:14][cH:15][c:16]2[CH2:17]1. The reactants are CC1=CC=C(CO[C@@H]2[C@@H](SC3=CC=CC=C3)O[C@H]([C@H]([C@H]2O)O)C)C=C1 (Phenyl 2-O-(4-methylbenzyl)-1-thio-β-L-fucopyranoside), ClC1=CC=C(C(=O)Cl)C=C1 (4-chlorobenzoyl chloride). The product is ClC1=CC=C(C(=O)O[C@H]2[C@@H]([C@@H](SC3=CC=CC=C3)O[C@H]([C@H]2OC(C2=CC=C(C=C2)Cl)=O)C)OCC2=CC=C(C=C2)C)C=C1 (Phenyl 3,4-di-O-(4-chlorobenzoyl)-2-O-(4-methylbenzyl)-1-thio-β-L-fucopyranoside). Reaction SMILES: [CH3:1][C:2]1[CH:25]=[CH:24][C:5]([CH2:6][O:7][C@H:8]2[C@H:20]([OH:21])[C@H:19]([OH:22])[C@H:18]([CH3:23])[O:17][C@@H:9]2[S:10][C:11]2[CH:16]=[CH:15][CH:14]=[CH:13][CH:12]=2)=[CH:4][CH:3]=1.[Cl:26][C:27]1[CH:35]=[CH:34][C:30]([C:31](Cl)=[O:32])=[CH:29][CH:28]=1>>[Cl:26][C:27]1[CH:35]=[CH:34][C:30]([C:31]([O:21][C@@H:20]2[C@H:19]([O:22][C:31](=[O:32])[C:30]3[CH:34]=[CH:35][C:27]([Cl:26])=[CH:28][CH:29]=3)[C@H:18]([CH3:23])[O:17][C@H:9]([S:10][C:11]3[CH:12]=[CH:13][CH:14]=[CH:15][CH:16]=3)[C@H:8]2[O:7][CH2:6][C:5]2[CH:4]=[CH:3][C:2]([CH3:1])=[CH:25][CH:24]=2)=[O:32])=[CH:29][CH:28]=1. Procedure details: Starting from compound of example 17 (30 g) and using 4-chlorobenzoyl chloride (26.7 ml) the title compound is obtained according to the methodology described in example 18: 50.3 g of yellow syrup. Reactants: NC1=NC=C(N=C1)C1=C(C=C(C=C1)C=1C(=CC=CC1)C(=O)O)F (4′-(2-aminopyrazin-5-yl)-3′-fluoro-[1,1′-biphenyl]-2-carboxylic acid), N[C@H](CO)C ((S)-2-aminopropan-1-ol), FC([C@H](C)N)(F)F ((S)-1,1,1-trifluoropropan-2-amine). Product: NC=1N=CC(=NC1)C1=C(C=C(C=C1)C=1C(=CC=CC1)C(=O)N[C@H](CO)C)F (4′-(5-Aminopyrazin-2-yl)-3′-fluoro-N-[(1S)-2-hydroxy-1-methylethyl]biphenyl-2-carboxamide). As a reaction SMILES: [NH2:1][C:2]1[CH:7]=[N:6][C:5]([C:8]2[CH:13]=[CH:12][C:11]([C:14]3[C:15]([C:20]([OH:22])=O)=[CH:16][CH:17]=[CH:18][CH:19]=3)=[CH:10][C:9]=2[F:23])=[CH:4][N:3]=1.[NH2:24][C@@H:25]([CH3:28])[CH2:26][OH:27].FC(F)(F)[C@@H](N)C>>[NH2:1][C:2]1[N:3]=[CH:4][C:5]([C:8]2[CH:13]=[CH:12][C:11]([C:14]3[C:15]([C:20]([NH:24][C@@H:25]([CH3:28])[CH2:26][OH:27])=[O:22])=[CH:16][CH:17]=[CH:18][CH:19]=3)=[CH:10][C:9]=2[F:23])=[N:6][CH:7]=1. Reported procedure: The title compound was prepared using methods analogous to those described in Step C of Example 504 using 4′-(2-aminopyrazin-5-yl)-3′-fluoro-[1,1′-biphenyl]-2-carboxylic acid and (S)-2-aminopropan-1-ol for (S)-1,1,1-trifluoropropan-2-amine. MS (ESI): mass calcd. for C20H19FN4O2, 366.15; m/z found, 367.1 [M+H]+. 1H NMR (400 MHz, DMSO-d6) δ 8.37 (s, 1H), 8.05 (d, J=5.1, 2H), 7.93-7.83 (m, 1H), 7.54-7.43 (m, 3H), 7.37-7.28 (m, 2H), 6.72 (s, 2H), 4.66 (t, J=5.6, 1H), 3.82 (d, J=7.0, 1H), 3.35 (s, 1H...